This data is from the Open Reaction Database (ORD), a public repository of structured organic reaction records. The task is: describe an organic reaction: reactants, conditions, products, and yield The yield is 55.3%. The reactants are C(C)(C)(C)OC(=O)N1C[C@@H]2CCN(C[C@H]12)C(C(F)(F)F)=O ((1R,6S)-3-(2,2,2-Trifluoro-acetyl)-3,8-diaza-bicyclo[4.2.0]octane-8-carboxylic acid tert-butyl ester), C(=O)([O-])[O-].[K+].[K+] (K2CO3). The solvent is CO (CH3OH), O (H2O), solution, [NH4+].[OH-] (NH4OH). Procedure: To the crude product of Example 3H (˜28.2 mmol) in 140 mL CH3OH and 30 mL H2O was added 4.7 g K2CO3 (33.8 mmol). The mixture stirred at ambient temperature for 16 h then was diluted with a 100 mL of a solution of 1% NH4OH:9% CH3OH:90% CH2Cl2 and filtered through Celite® diatomaceous earth and silica gel. The filtrate was concentrated under reduced pressure and purified via column chromatography (SiO2, 1% NH4OH:9% CH3OH:90% CH2Cl2) to give 3.3 g of the title compound (15.6 mmol, 55% yield). MS (D... Product: C(C)(C)(C)OC(=O)N1C[C@@H]2CCNC[C@H]12 ((1R,6S)-3,8-Diaza-bicyclo[4.2.0]octane-8-carboxylic acid tert-butyl ester). Conditions: time 16 hour. RXN SMILES: [C:1]([O:5][C:6]([N:8]1[C@@H:15]2[C@@H:10]([CH2:11][CH2:12][N:13](C(=O)C(F)(F)F)[CH2:14]2)[CH2:9]1)=[O:7])([CH3:4])([CH3:3])[CH3:2].C([O-])([O-])=O.[K+].[K+]>CO.O.[NH4+].[OH-]>[C:1]([O:5][C:6]([N:8]1[C@@H:15]2[C@@H:10]([CH2:11][CH2:12][NH:13][CH2:14]2)[CH2:9]1)=[O:7])([CH3:4])([CH3:2])[CH3:3] |f:1.2.3,6.7|.